Dataset: the Open Reaction Database (ORD), a public repository of structured organic reaction records. Task: describe an organic reaction: reactants, conditions, products, and yield Starting materials: O=C([O-])O, Cc1ccccc1, CNc1nnc(-c2cccnc2)s1, CSCCO, CN(C)c1ccncc1, ClCCCl, O=C(Cl)Cl, [Na+]. Yields the product CSCCOC(=O)N(C)c1nnc(-c2cccnc2)s1. As a reaction SMILES: [C:43](=[O:44])([OH:45])[O-:46].[CH3:10][c:11]1[cH:12][cH:13][cH:14][cH:15][cH:16]1.[CH3:17][NH:18][c:19]1[s:20][c:21](-[c:24]2[cH:25][n:26][cH:27][cH:28][cH:29]2)[n:22][n:23]1.[CH3:1][S:2][CH2:3][CH2:4][OH:5].[CH3:30][N:31]([CH3:32])[c:33]1[cH:34][cH:35][n:36][cH:37][cH:38]1.[Cl:39][CH2:40][CH2:41][Cl:42].[Cl:6][C:7]([Cl:8])=[O:9].[Na+:47]>>[CH3:1][S:2][CH2:3][CH2:4][O:5][C:7](=[O:9])[N:18]([CH3:17])[c:19]1[s:20][c:21](-[c:24]2[cH:25][n:26][cH:27][cH:28][cH:29]2)[n:22][n:23]1.